Dataset: the Open Reaction Database (ORD), a public repository of structured organic reaction records. Task: describe an organic reaction: reactants, conditions, products, and yield Starting materials: Br.BrC1=CC2=C(NCCC(NC2)=O)N=C1 (8-bromo-2,3,5,6-tetrahydropyrido[2,3-b][1,5]diazocin-4(1H)-one hydrobromide), C(C=C)(=O)OC(C)(C)C (tert-butyl acrylate), C(C)N(C(C)C)C(C)C ((i-Pr)2EtN), C (charcoal), CC1=C(C=CC=C1)P(C2=C(C=CC=C2)C)C3=C(C=CC=C3)C (P(o-tol)3). The reagents and catalysts are CC(=O)[O-].CC(=O)[O-].[Pd+2] (Pd(OAc)2). The solvent is CN(C)C=O (DMF). Run at temperature 100 celsius, time 20 minute. Yields the product O=C1NCC2=C(NCC1)N=CC(=C2)/C=C/C(=O)OC(C)(C)C ((E)-tert-butyl 3-(4-oxo-1,2,3,4,5,6-hexahydropyrido[2,3-b][1,5]diazocin-8-yl)acrylate). RXN SMILES: Br.Br[C:3]1[CH:15]=[N:14][C:6]2[NH:7][CH2:8][CH2:9][C:10](=[O:13])[NH:11][CH2:12][C:5]=2[CH:4]=1.[C:16]([O:20][C:21]([CH3:24])([CH3:23])[CH3:22])(=[O:19])[CH:17]=[CH2:18].C(N(C(C)C)C(C)C)C.CC1C=CC=CC=1P(C1C=CC=CC=1C)C1C=CC=CC=1C.C>CC([O-])=O.CC([O-])=O.[Pd+2].CN(C=O)C>[O:13]=[C:10]1[CH2:9][CH2:8][NH:7][C:6]2[N:14]=[CH:15][C:3](/[CH:18]=[CH:17]/[C:16]([O:20][C:21]([CH3:24])([CH3:23])[CH3:22])=[O:19])=[CH:4][C:5]=2[CH2:12][NH:11]1 |f:0.1,6.7.8|. Procedure details: A round bottom flask was charged with 8-bromo-2,3,5,6-tetrahydropyrido[2,3-b][1,5]diazocin-4(1H)-one hydrobromide (0.5 g, 1.48 mmol), tert-butyl acrylate (1.1 mL, 7.42 mmol), and (i-Pr)2EtN (1.5 mL, 8.88 mmol) followed by 15 mL DMF. The solution was de-oxygenated with argon for 20 minutes. The mixture was treated with Pd(OAc)2 (17 mg, 0.07 mmol) and P(o-tol)3 (45 mg, 0.15 mmol) then heated to 100° C. for 18 hours (overnight). After cooling, the dark mixture was treated with activated charcoal (1...